From a dataset of the Open Reaction Database (ORD), a public repository of structured organic reaction records. describe an organic reaction: reactants, conditions, products, and yield Reactants: ClC1=NC=C(C(=N1)NC1=C(C(=O)NC)C=CC=C1)Cl (2-(2,5-Dichloro-pyrimidin-4-ylamino)-N-methyl-benzamide), NC1=CC2=C(CCOC(N2C)=O)C=C1OC (3-Amino-2-methoxy-5-methyl-8,9-dihydro-5H-7-oxa-5-aza-benzocyclohepten-6-one). Product: ClC=1C(=NC(=NC1)NC1=CC2=C(CCOC(N2C)=O)C=C1OC)NC1=C(C(=O)NC)C=CC=C1 (2-[5-Chloro-2-(2-methoxy-5-methyl-6-oxo-5,6,8,9-tetrahydro-7-oxa-5-aza-benzocyclohepten-3-ylamino)-pyrimidin-4-ylamino]-N-methyl-benzamide). The yield is 20.0%. RXN SMILES: Cl[C:2]1[N:7]=[C:6]([NH:8][C:9]2[CH:18]=[CH:17][CH:16]=[CH:15][C:10]=2[C:11]([NH:13][CH3:14])=[O:12])[C:5]([Cl:19])=[CH:4][N:3]=1.[NH2:20][C:21]1[C:33]([O:34][CH3:35])=[CH:32][C:24]2[CH2:25][CH2:26][O:27][C:28](=[O:31])[N:29]([CH3:30])[C:23]=2[CH:22]=1>>[Cl:19][C:5]1[C:6]([NH:8][C:9]2[CH:18]=[CH:17][CH:16]=[CH:15][C:10]=2[C:11]([NH:13][CH3:14])=[O:12])=[N:7][C:2]([NH:20][C:21]2[C:33]([O:34][CH3:35])=[CH:32][C:24]3[CH2:25][CH2:26][O:27][C:28](=[O:31])[N:29]([CH3:30])[C:23]=3[CH:22]=2)=[N:3][CH:4]=1. Reported procedure: In an analogous manner to Example 1503, the product was prepared from 2-(2,5-Dichloro-pyrimidin-4-ylamino)-N-methyl-benzamide and 3-Amino-2-methoxy-5-methyl-8,9-dihydro-5H-7-oxa-5-aza-benzocyclohepten-6-one. Product isolated as a white solid (20 mg, 20%). mp: 256-258° C., MS (ESI+): 483 (M+H), 1H-NMR (CDCl3, 400 MHz) δ 11.02 (s, 1H), 8.53 (s, J=8 Hz, 1H), 8.34 (s, 1H), 8.15 (s, 1H), 7.51 (d, J=7 Hz, 1H), 7.42 (t, J=7 Hz, 1H), 7.15 (t, J=7 Hz, 1H), 6.73 (s, 1H), 6.26 (br s, 1H), 4.53 (t, 7 Hz, 2H... Reactants: CN(C)C=O, O=C=Nc1ccc([N+](=O)[O-])cc1, Cc1cc(SC#N)c2nc(N)sc2c1. Yields the product Cc1cc(SC#N)c2nc(NC(=O)Nc3ccc([N+](=O)[O-])cc3)sc2c1. RXN SMILES: [CH3:27][N:28]([CH3:29])[CH:30]=[O:31].[N+:15](=[O:16])([O-:17])[c:18]1[cH:19][cH:20][c:21]([N:24]=[C:25]=[O:26])[cH:22][cH:23]1.[NH2:1][c:2]1[s:3][c:4]2[c:5]([n:6]1)[c:7]([S:12][C:13]#[N:14])[cH:8][c:9]([CH3:11])[cH:10]2>>[NH:1]([c:2]1[s:3][c:4]2[c:5]([n:6]1)[c:7]([S:12][C:13]#[N:14])[cH:8][c:9]([CH3:11])[cH:10]2)[C:25]([NH:24][c:21]1[cH:20][cH:19][c:18]([N+:15](=[O:16])[O-:17])[cH:23][cH:22]1)=[O:26]. Starting materials: CCOC(=O)C(N=C(c1ccccc1)c1ccccc1)c1cc(C)nc(-n2ccnc2)n1, C1CCOC1, [K+], [K+], O=C([O-])[O-], O. The product is CCOC(=O)C(N)c1cc(C)nc(-n2ccnc2)n1. As a reaction SMILES: [CH2:1]([CH3:2])[O:3][C:4]([CH:5]([c:6]1[n:7][c:8](-[n:13]2[cH:14][n:15][cH:16][cH:17]2)[n:9][c:10]([CH3:12])[cH:11]1)[N:18]=[C:19]([c:20]1[cH:21][cH:22][cH:23][cH:24][cH:25]1)[c:26]1[cH:27][cH:28][cH:29][cH:30][cH:31]1)=[O:32].[CH2:39]1[O:40][CH2:41][CH2:42][CH2:43]1.[K+:33].[K+:34].[O-:35][C:36]([O-:37])=[O:38].[OH2:44]>>[CH2:1]([CH3:2])[O:3][C:4]([CH:5]([c:6]1[n:7][c:8](-[n:13]2[cH:14][n:15][cH:16][cH:17]2)[n:9][c:10]([CH3:12])[cH:11]1)[NH2:18])=[O:32]. Starting materials: CC1(C)C2CCC1(CS(=O)(=O)O)C(=O)C2, CCN1CCCOc2cc(N)ccc21, CC(C)O, CNC(=O)c1cccc(F)c1Nc1nc(Cl)ncc1Cl. The product is CCN1CCCOc2cc(Nc3ncc(Cl)c(Nc4c(F)cccc4C(=O)NC)n3)ccc21. As a reaction SMILES: [C:1]12([CH2:2][S:3]([OH:4])(=[O:5])=[O:6])[C:7]([CH3:8])([CH3:9])[CH:10]([CH2:11][CH2:12]1)[CH2:13][C:14]2=[O:15].[CH2:16]([CH3:17])[N:18]1[CH2:19][CH2:20][CH2:21][O:22][c:23]2[c:24]1[cH:25][cH:26][c:27]([NH2:29])[cH:28]2.[CH:50]([OH:51])([CH3:52])[CH3:53].[Cl:30][c:31]1[n:32][cH:33][c:34]([Cl:49])[c:35]([NH:37][c:38]2[c:39]([C:40](=[O:41])[NH:42][CH3:43])[cH:44][cH:45][cH:46][c:47]2[F:48])[n:36]1>>[CH2:16]([CH3:17])[N:18]1[CH2:19][CH2:20][CH2:21][O:22][c:23]2[c:24]1[cH:25][cH:26][c:27]([NH:29][c:31]1[n:32][cH:33][c:34]([Cl:49])[c:35]([NH:37][c:38]3[c:39]([C:40](=[O:41])[NH:42][CH3:43])[cH:44][cH:45][cH:46][c:47]3[F:48])[n:36]1)[cH:28]2. The reactants are NN (hydrazine), N[C@@H](CCC(N)=O)C(=O)O (glutamine). The product is N1=NC=CC=C1 (pyridazine), N[C@@H](CCC(N)=O)C(=O)O (glutamine). The yield is 5.0%. Reaction SMILES: NN.[NH2:3][C@H:4]([C:10]([OH:12])=[O:11])[CH2:5][CH2:6][C:7](=[O:9])[NH2:8]>>[N:8]1[CH:7]=[CH:6][CH:5]=[CH:4][N:3]=1.[NH2:3][C@H:4]([C:10]([OH:12])=[O:11])[CH2:5][CH2:6][C:7](=[O:9])[NH2:8]. Procedure details: FIG. 2 depicts a schematic diagram 200 depicting the treatment of hydrazine waste to glutamine or a derivative thereof, in accordance with a preferred embodiment of the present invention. The hydrogenization of pyridazine using 5% Pd/C can provide glutamine in a 45% yield. Although this pyridazine is not easily biodegraded, the present inventors believe that glutamine can be utilized as a plant nutrient or that it is easily biodegradable. Glutamine can be specifically utilized as a source of ene... Reactants: CCOC(=O)C1(S(=O)(=O)c2ccc(OC)cc2)CCN(CCc2ccccc2)CC1, C1CCOC1, CO, [Na+], [OH-]. Product: COc1ccc(S(=O)(=O)C2(C(=O)O)CCN(CCc3ccccc3)CC2)cc1. Reaction SMILES: [CH2:1]([CH3:2])[O:3][C:4](=[O:5])[C:6]1([S:20](=[O:21])(=[O:22])[c:23]2[cH:24][cH:25][c:26]([O:29][CH3:30])[cH:27][cH:28]2)[CH2:7][CH2:8][N:9]([CH2:12][CH2:13][c:14]2[cH:15][cH:16][cH:17][cH:18][cH:19]2)[CH2:10][CH2:11]1.[CH2:31]1[O:32][CH2:33][CH2:34][CH2:35]1.[CH3:36][OH:37].[Na+:39].[OH-:38]>>[O:3]=[C:4]([OH:5])[C:6]1([S:20](=[O:21])(=[O:22])[c:23]2[cH:24][cH:25][c:26]([O:29][CH3:30])[cH:27][cH:28]2)[CH2:7][CH2:8][N:9]([CH2:12][CH2:13][c:14]2[cH:15][cH:16][cH:17][cH:18][cH:19]2)[CH2:10][CH2:11]1. Starting materials: CC=1C(=C2C=C[NH+](C(C2=CC1)=O)[O-])[N+](=O)[O-] (6-Methyl-5-nitroisoquinolin-1(2H)-one-N-oxide), P(=O)(Cl)(Cl)Cl (phosphorus oxychloride). The solvent is C(Cl)(Cl)Cl (chloroform). Run at temperature 70 celsius, time 3 hour. Yields the product ClC1=NC=CC2=C(C(=CC=C12)C)[N+](=O)[O-] (1-chloro-6-methyl-5-nitroisoquinoline), solid. Yield: 96.0%. RXN SMILES: [CH3:1][C:2]1[C:3]([N+:14]([O-:16])=[O:15])=[C:4]2[C:9](=[CH:10][CH:11]=1)[C:8](=O)[NH+:7]([O-])[CH:6]=[CH:5]2.P(Cl)(Cl)([Cl:19])=O>C(Cl)(Cl)Cl>[Cl:19][C:8]1[C:9]2[C:4](=[C:3]([N+:14]([O-:16])=[O:15])[C:2]([CH3:1])=[CH:11][CH:10]=2)[CH:5]=[CH:6][N:7]=1. Reported procedure: 6-Methyl-5-nitroisoquinolin-1(2H)-one-N-oxide (3.1 g, 15.2 mmol) was taken up in chloroform (100 mL) and phosphorus oxychloride (7 mL, 80 mmol) was added dropwise to the reaction. The mixture was then heated to 70° C. After 3 h, the reaction was cooled and the volatiles removed in vacuo. Residual phosphorus oxychloride was azeotroped with toluene. The residue was then dissolved in chloroform and washed with cold water, saturated NaHCO3 and brine. The organic layer was then dried with sodium sulf...